Dataset: the Open Reaction Database (ORD), a public repository of structured organic reaction records. Task: describe an organic reaction: reactants, conditions, products, and yield Starting materials: O1CCOC12CN(CC2)C2=C(C=C(C=C2)N2C(C1=CC=C(C=C1CC2)OC[C@H]2OCCC2)=O)F (2-[4-(1,4-dioxa-7-aza-spiro[4.4]non-7-yl)-3-fluorophenyl]-6-[(S)-1-(tetrahydrofuran-2-yl)methoxy]-3,4-dihydro-2H-isoquinolin-1-one), C1(=CC=C(C=C1)S(=O)(=O)O)C (p-toluenesulfonic acid). The solvent is CC(=O)C.O (acetone water). Conditions: temperature 70 celsius. Product: FC=1C=C(C=CC1N1CC(CC1)=O)N1C(C2=CC=C(C=C2CC1)OC[C@H]1OCCC1)=O (2-[3-Fluoro-4-(3-oxo-pyrrolidin-1-yl)-phenyl]-6-[(S)-1-(tetrahydrofuran-2-yl)methoxy]-3,4-dihydro-2H-isoquinolin-1-one). RXN SMILES: O1[C:5]2([CH2:9][CH2:8][N:7]([C:10]3[CH:15]=[CH:14][C:13]([N:16]4[CH2:25][CH2:24][C:23]5[C:18](=[CH:19][CH:20]=[C:21]([O:26][CH2:27][C@@H:28]6[CH2:32][CH2:31][CH2:30][O:29]6)[CH:22]=5)[C:17]4=[O:33])=[CH:12][C:11]=3[F:34])[CH2:6]2)[O:4]CC1.C1(C)C=CC(S(O)(=O)=O)=CC=1>CC(C)=O.O>[F:34][C:11]1[CH:12]=[C:13]([N:16]2[CH2:25][CH2:24][C:23]3[C:18](=[CH:19][CH:20]=[C:21]([O:26][CH2:27][C@@H:28]4[CH2:32][CH2:31][CH2:30][O:29]4)[CH:22]=3)[C:17]2=[O:33])[CH:14]=[CH:15][C:10]=1[N:7]1[CH2:8][CH2:9][C:5](=[O:4])[CH2:6]1 |f:2.3|. Procedure: A mixture of 2-[4-(1,4-dioxa-7-aza-spiro[4.4]non-7-yl)-3-fluorophenyl]-6-[(S)-1-(tetrahydrofuran-2-yl)methoxy]-3,4-dihydro-2H-isoquinolin-1-one (8.4 g) and p-toluenesulfonic acid (3.4 g) in acetone/water (80 mL/40 mL) was heated for 12 h at 70° C. Then the acetone was removed in vacuum and the aqueous phase was neutralized with sodium hydrogencarbonate solution and then extracted several times with ethyl acetate. The organic phases were combined, dried over sodium sulfate and the solvent was rem...